From a dataset of the Open Reaction Database (ORD), a public repository of structured organic reaction records. describe an organic reaction: reactants, conditions, products, and yield Reactants: BrC1=CC=C(C(=N1)C)C(=O)N1CCN(CC1)C1=NC=C(C=C1C1CC1)C1CC1 ((6-bromo-2-methylpyridin-3-yl)[4-(3,5-dicyclopropylpyridin-2-yl)piperazin-1-yl]methanone), C(C)(=O)N1C(NCC1)=O (1-acetylimidazolidin-2-one). Product: C(C)(=O)N1C(N(CC1)C1=NC(=C(C=C1)C(=O)N1CCN(CC1)C1=NC=C(C=C1C1CC1)C1CC1)C)=O (1-acetyl-3-{5-[4-(3,5-dicyclopropylpyridin-2-yl)piperazine-1-carbonyl]-6-methylpyridin-2-yl}imidazolidin-2-one). The yield is 87.1%. As a reaction SMILES: Br[C:2]1[N:7]=[C:6]([CH3:8])[C:5]([C:9]([N:11]2[CH2:16][CH2:15][N:14]([C:17]3[C:22]([CH:23]4[CH2:25][CH2:24]4)=[CH:21][C:20]([CH:26]4[CH2:28][CH2:27]4)=[CH:19][N:18]=3)[CH2:13][CH2:12]2)=[O:10])=[CH:4][CH:3]=1.[C:29]([N:32]1[CH2:36][CH2:35][NH:34][C:33]1=[O:37])(=[O:31])[CH3:30]>>[C:29]([N:32]1[CH2:36][CH2:35][N:34]([C:2]2[CH:3]=[CH:4][C:5]([C:9]([N:11]3[CH2:16][CH2:15][N:14]([C:17]4[C:22]([CH:23]5[CH2:25][CH2:24]5)=[CH:21][C:20]([CH:26]5[CH2:28][CH2:27]5)=[CH:19][N:18]=4)[CH2:13][CH2:12]3)=[O:10])=[C:6]([CH3:8])[N:7]=2)[C:33]1=[O:37])(=[O:31])[CH3:30]. Procedure details: Using (6-bromo-2-methylpyridin-3-yl)[4-(3,5-dicyclopropylpyridin-2-yl)piperazin-1-yl]methanone (221 mg) described in Preparation Example 251 and 1-acetylimidazolidin-2-one (77 mg) and by the reaction and treatment in the same manner as in Example 1, the title compound (213 mg) was obtained. Yield: 61.2%. Reported procedure: To a solution of 1-(4-bromophenyl)-5-(4-methoxyphenyl)-2,3-dimethyl-1H-pyrrole (610 mg, 1.71 mmol) in methylene chloride (30 ml) was added boron tribromide (0.647 ml, 6.84 mmol) at 0° C. The obtained solution was stirred at 0° C. for 1 hour, poured into ice water and extracted with ethyl acetate. The extracts were collected and washed with saturated aqueous sodium bicarbonate and dried over magnesium sulfate anhydride, and the solvent was removed under reduced pressure. The residue was purified ... As a reaction SMILES: [Br:1][C:2]1[CH:7]=[CH:6][C:5]([N:8]2[C:12]([C:13]3[CH:18]=[CH:17][C:16]([O:19]C)=[CH:15][CH:14]=3)=[CH:11][C:10]([CH3:21])=[C:9]2[CH3:22])=[CH:4][CH:3]=1.B(Br)(Br)Br>C(Cl)Cl>[Br:1][C:2]1[CH:7]=[CH:6][C:5]([N:8]2[C:9]([CH3:22])=[C:10]([CH3:21])[CH:11]=[C:12]2[C:13]2[CH:14]=[CH:15][C:16]([OH:19])=[CH:17][CH:18]=2)=[CH:4][CH:3]=1. Reaction conditions: temperature 0 celsius, time 1 hour. Solvent: C(Cl)Cl (methylene chloride). The reactants are BrC1=CC=C(C=C1)N1C(=C(C=C1C1=CC=C(C=C1)OC)C)C (1-(4-bromophenyl)-5-(4-methoxyphenyl)-2,3-dimethyl-1H-pyrrole), B(Br)(Br)Br (boron tribromide), ice water. The product is BrC1=CC=C(C=C1)N1C(=CC(=C1C)C)C1=CC=C(C=C1)O (4-[1-(4-Bromophenyl)-4,5-dimethyl-1H-pyrrol-2-yl]phenol). Starting materials: CN(C)CC1=CC(=NC=C1)OC\C=C/CNC(CSCCO)=O (N-[4-(4-dimethylaminomethyl-2-pyridyloxy)-cis-2-butenyl]-2-(2-hydroxyethylthio)acetamide), C(C)(=O)OC(C)=O (acetic anhydride). Yields the product CN(C)CC1=CC(=NC=C1)OC\C=C/CNC(CSCCOC(C)=O)=O (N-[4-(4-Dimethylaminomethyl-2-pyridyloxy)-cis-2-butenyl]-2-(2-acetoxyethylthio)acetamide). Yield: 58.0%. Reaction SMILES: [CH3:1][N:2]([CH2:4][C:5]1[CH:10]=[CH:9][N:8]=[C:7]([O:11][CH2:12]/[CH:13]=[CH:14]\[CH2:15][NH:16][C:17](=[O:23])[CH2:18][S:19][CH2:20][CH2:21][OH:22])[CH:6]=1)[CH3:3].[C:24](OC(=O)C)(=[O:26])[CH3:25]>>[CH3:1][N:2]([CH2:4][C:5]1[CH:10]=[CH:9][N:8]=[C:7]([O:11][CH2:12]/[CH:13]=[CH:14]\[CH2:15][NH:16][C:17](=[O:23])[CH2:18][S:19][CH2:20][CH2:21][O:22][C:24](=[O:26])[CH3:25])[CH:6]=1)[CH3:3]. Procedure: Following a procedure similar to that described in Example 67(c), but using N-[4-(4-dimethylaminomethyl-2-pyridyloxy)-cis-2-butenyl]-2-(2-hydroxyethylthio)acetamide [prepared as described in step (a) above] and acetic anhydride as starting materials, in relative proportions similar to those used in that Example, the title compound was obtained in a 58% yield.